Dataset: the Open Reaction Database (ORD), a public repository of structured organic reaction records. Task: describe an organic reaction: reactants, conditions, products, and yield Reactants: N#Cc1cccc2[nH]ccc12, CCO, Cl, NO, [Na+], O=C([O-])O. Product: N=C(NO)c1cccc2[nH]ccc12. As a reaction SMILES: [C:1](#[N:2])[c:3]1[c:4]2[cH:5][cH:6][nH:7][c:8]2[cH:9][cH:10][cH:11]1.[CH3:20][CH2:21][OH:22].[ClH:19].[NH2:17][OH:18].[Na+:16].[O-:12][C:13]([OH:14])=[O:15]>>[C:1](=[NH:2])([c:3]1[c:4]2[cH:5][cH:6][nH:7][c:8]2[cH:9][cH:10][cH:11]1)[NH:17][OH:18]. The reactants are COC(=O)[C@@H]1C[C@@H]([C@@H](C1)O)NC(=O)C=1SC(=CC1)Cl ((1R,3S,4R)-3-[(5-chloro-thiophene-2-carbonyl)-amino]-4-hydroxy-cyclopentane-carboxylic acid methyl ester), C(C)N(C(C)C)C(C)C (N-ethyl-diisopropyl amine), S(=O)(=O)(C)Cl (mesyl chloride). Solvent: C(Cl)Cl (CH2Cl2), O (H2O). Reaction conditions: temperature 0 celsius. Product: COC(=O)[C@@H]1C[C@@H]([C@@H](C1)OS(=O)(=O)C)NC(=O)C=1SC(=CC1)Cl ((1R,3S,4R)-3-[(5-chloro-thiophene-2-carbonyl)-amino]-4-methanesulfonyloxy-cyclopentanecarboxylic acid methyl ester). Reaction SMILES: [CH3:1][O:2][C:3]([C@H:5]1[CH2:9][C@@H:8]([OH:10])[C@@H:7]([NH:11][C:12]([C:14]2[S:15][C:16]([Cl:19])=[CH:17][CH:18]=2)=[O:13])[CH2:6]1)=[O:4].C(N(C(C)C)C(C)C)C.[S:29](Cl)([CH3:32])(=[O:31])=[O:30]>C(Cl)Cl.O>[CH3:1][O:2][C:3]([C@H:5]1[CH2:9][C@@H:8]([O:10][S:29]([CH3:32])(=[O:31])=[O:30])[C@@H:7]([NH:11][C:12]([C:14]2[S:15][C:16]([Cl:19])=[CH:17][CH:18]=2)=[O:13])[CH2:6]1)=[O:4]. Procedure details: A solution of (1R,3S,4R)-3-[(5-chloro-thiophene-2-carbonyl)-amino]-4-hydroxy-cyclopentane-carboxylic acid methyl ester (136 mg) in CH2Cl2 (5 ml) was treated at 0° C. with N-ethyl-diisopropyl amine (0.38 ml) and mesyl chloride (0.04 ml). The reaction mixture was stirred at 0° C., then diluted with H2O and extracted with CH2Cl2. The organic layer was washed with H2O, dried over MgSO4 and concentrated. The crude product was purified by column chromatography (silica gel; gradient: CH2Cl2→CH2Cl2MeOH ... Starting materials: N1C(C(=O)O)CCC1 (DL-proline), FC1=CC=C(C=C1)S(=O)(=O)Cl (4-fluorobezenesulfonyl chloride), Intermediate 48, C(C)(C)O (isopropanol). Yields the product C(C)(C)OC(=O)C1N(CCC1)S(=O)(=O)C1=CC=C(C=C1)F (1-(4-Fluoro-benzenesulfonyl)-pyrrolidine-2-carboxylic acid isopropyl ester). Reaction SMILES: [NH:1]1[CH2:8][CH2:7][CH2:6][CH:2]1[C:3]([OH:5])=[O:4].[F:9][C:10]1[CH:15]=[CH:14][C:13]([S:16](Cl)(=[O:18])=[O:17])=[CH:12][CH:11]=1.[CH:20](O)([CH3:22])[CH3:21]>>[CH:20]([O:4][C:3]([CH:2]1[CH2:6][CH2:7][CH2:8][N:1]1[S:16]([C:13]1[CH:14]=[CH:15][C:10]([F:9])=[CH:11][CH:12]=1)(=[O:18])=[O:17])=[O:5])([CH3:22])[CH3:21]. Procedure details: The title compound was prepared from DL-proline, isopropanol, and 4-fluorobezenesulfonyl chloride according to the procedure of Intermediate 48 as a clear oil; 1H NMR (CDCl3) δ 1.21-1.28 (m, 6H), 1.80-1.85 (m, 1H), 1.95-2.10 (m, 3H), 3.31-3.49 (m, 2H), 4.26-4.36 (m, 1H), 4.95-5.08 (m, 1H), 7.15-7.23 (m, 2H), 7.89-8.08 (m, 2H); MS (ES) m/z 315.8 (MH+); HRMS for C14H18FNO4S: 338.0830 (M+Na)